Dataset: the Open Reaction Database (ORD), a public repository of structured organic reaction records. Task: describe an organic reaction: reactants, conditions, products, and yield Reactants: C(C)OC1=C2C(=C(C=3C(N(C(C13)=O)C1=CC=C(C=C1)CC(=O)OCC)=O)OCC)C=CC=C2 (Ethyl [4-(4,9-diethoxy-1,3-dioxo-1,3-dihydro-2H-benzo[f]isoindol-2-yl)phenyl]acetate), CCOCC (ether). The reagents and catalysts are [Zn] (zinc), [Zn] (zinc). The solvent is C(C)(=O)O (acetic acid). Reaction conditions: time 18 hour. The product is C(C)OC1=C2C(=C(C=3C(N(CC13)C1=CC=C(C=C1)CC(=O)OCC)=O)OCC)C=CC=C2 (Ethyl [4-(4,9-diethoxy-1-oxo-1,3-dihydro-2H-benzo[f]isoindol-2-yl)phenyl]acetate). Yield: 32.2%. As a reaction SMILES: [CH2:1]([O:3][C:4]1[C:12]2[C:11](=O)[N:10]([C:14]3[CH:19]=[CH:18][C:17]([CH2:20][C:21]([O:23][CH2:24][CH3:25])=[O:22])=[CH:16][CH:15]=3)[C:9](=[O:26])[C:8]=2[C:7]([O:27][CH2:28][CH3:29])=[C:6]2[CH:30]=[CH:31][CH:32]=[CH:33][C:5]=12)[CH3:2].CCOCC>C(O)(=O)C.[Zn]>[CH2:1]([O:3][C:4]1[C:12]2[CH2:11][N:10]([C:14]3[CH:15]=[CH:16][C:17]([CH2:20][C:21]([O:23][CH2:24][CH3:25])=[O:22])=[CH:18][CH:19]=3)[C:9](=[O:26])[C:8]=2[C:7]([O:27][CH2:28][CH3:29])=[C:6]2[CH:30]=[CH:31][CH:32]=[CH:33][C:5]=12)[CH3:2]. Reported procedure: Ethyl [4-(4,9-diethoxy-1,3-dioxo-1,3-dihydro-2H-benzo[f]isoindol-2-yl)phenyl]acetate (33 g, 73 mmol) and zinc (90 g, 1.38 mol) were refluxed in acetic acid for 66 h. An additional quantity of zinc (25 g, 0.38 mol) was added and reflux continued for 18 h. The mixture was filtered hot and the filtrate was evaporated to a yellow solid. The solid was purified by 800 g Biotage column eluting with 20% ethyl acetate/hexane to give a white solid, which was triturated in ether to give a white solid. A fu... Starting materials: CCCCOC(=O)NC(Cc1ccc(F)cc1)C(=O)N(C)C(C(=O)NC(Cc1ccc(O)c(C(C)(C)C)c1)c1nc(C)cc(=O)[nH]1)C(C)C, ClCCl, O=C(O)C(F)(F)F. Product: Cc1cc(=O)[nH]c(C(Cc2ccc(O)c(C(C)(C)C)c2)NC(=O)C(C(C)C)N(C)C(=O)C(N)Cc2ccc(F)cc2)n1. As a reaction SMILES: [CH2:1]([O:2][C:3](=[O:4])[NH:8][CH:9]([C:10](=[O:11])[N:12]([CH3:13])[CH:14]([C:15](=[O:16])[NH:17][CH:18]([CH2:19][c:20]1[cH:21][c:22]([C:27]([CH3:28])([CH3:29])[CH3:30])[c:23]([OH:26])[cH:24][cH:25]1)[c:31]1[n:32][c:33]([CH3:38])[cH:34][c:35](=[O:37])[nH:36]1)[CH:39]([CH3:40])[CH3:41])[CH2:42][c:43]1[cH:44][cH:45][c:46]([F:49])[cH:47][cH:48]1)[CH2:5][CH2:6][CH3:7].[CH2:50]([Cl:51])[Cl:52].[F:53][C:54]([F:55])([F:56])[C:57]([OH:58])=[O:59]>>[NH2:8][CH:9]([C:10](=[O:11])[N:12]([CH3:13])[CH:14]([C:15](=[O:16])[NH:17][CH:18]([CH2:19][c:20]1[cH:21][c:22]([C:27]([CH3:28])([CH3:29])[CH3:30])[c:23]([OH:26])[cH:24][cH:25]1)[c:31]1[n:32][c:33]([CH3:38])[cH:34][c:35](=[O:37])[nH:36]1)[CH:39]([CH3:40])[CH3:41])[CH2:42][c:43]1[cH:44][cH:45][c:46]([F:49])[cH:47][cH:48]1. The reactants are CO (methanol), C(C)C1=NN(C=2C(NCC21)=O)C2=CC=C(C=C2)F (3-ethyl-1-(4-fluorophenyl)-6-oxo-4,6-dihydro-1H-pyrazolo[3,4-c]pyrrole), [H-].[Na+] (sodium hydride), O1CCCC1 (tetrahydrofuran), CI (methyl iodide). Product: CC1C2=C(C(N1C)=O)N(N=C2CC)C2=CC=C(C=C2)F (4,5-Dimethyl-3-ethyl-1-(4-fluorophenyl)-6-oxo-4,6-dihydro-1H-pyrazolo[3,4-c]pyrrole). RXN SMILES: [CH2:1]([C:3]1[C:10]2[CH2:9][NH:8][C:7](=O)[C:6]=2[N:5]([C:12]2[CH:17]=[CH:16][C:15]([F:18])=[CH:14][CH:13]=2)[N:4]=1)[CH3:2].[H-].[Na+].CI.[CH3:23][OH:24].O1CCC[CH2:26]1>>[CH3:26][CH:9]1[N:8]([CH3:7])[C:23](=[O:24])[C:6]2[N:5]([C:12]3[CH:17]=[CH:16][C:15]([F:18])=[CH:14][CH:13]=3)[N:4]=[C:3]([CH2:1][CH3:2])[C:10]1=2 |f:1.2|. Procedure details: A mixture of 3-ethyl-1-(4-fluorophenyl)-6-oxo-4,6-dihydro-1H-pyrazolo[3,4-c]pyrrole (0.20 g, 0.82 mmole) and 60% sodium hydride (0.49 g, 1.2 mmole) in anhydrous tetrahydrofuran (4 ml) was heated to reflux. After 45 minutes the reaction mixture was cooled to room temperature and methyl iodide (0.29 g, 2.0 mmole) added. The mixture was then heated to reflux over 16 hours. The mixture was treated with methanol (1 ml) and the solvent removed under reduced pressure. The crude residue was chromatograp... Reactants: CC#N, O=C1NC(C2CCC3(CC2)OCCO3)CO1. The product is O=C1CCC(C2COC(=O)N2)CC1. As a reaction SMILES: [CH3:17][C:18]#[N:19].[O:1]1[CH2:3][CH2:2][O:4][C:5]12[CH2:6][CH2:7][CH:8]([CH:11]1[NH:12][C:13](=[O:16])[O:14][CH2:15]1)[CH2:9][CH2:10]2>>[O:4]=[C:5]1[CH2:6][CH2:7][CH:8]([CH:11]2[NH:12][C:13](=[O:16])[O:14][CH2:15]2)[CH2:9][CH2:10]1. The reactants are CC=1C(=C(C2=CC=CC=C2C1C)OS(=O)(=O)C(F)(F)F)C(C(=O)OCC)=O (ethyl 2-(3,4-dimethyl-1-(trifluoromethylsulfonyloxy)naphthalen-2-yl)-2-oxoacetate), [B]1OC2=CC=CC=C2O1 (catecholborane). Run in C1(=CC=CC=C1)C (toluene), C1(=CC=CC=C1)C (toluene). Reaction conditions: time 20 minute. Yields the product CC=1C(=C(C2=CC=CC=C2C1C)OS(=O)(=O)C(F)(F)F)[C@@H](C(=O)OCC)O ((S)-ethyl 2-(3,4-dimethyl-1-(trifluoromethylsulfonyloxy)naphthalen-2-yl)-2-hydroxyacetate). As a reaction SMILES: [CH3:1][C:2]1[C:3]([C:21](=[O:27])[C:22]([O:24][CH2:25][CH3:26])=[O:23])=[C:4]([O:13][S:14]([C:17]([F:20])([F:19])[F:18])(=[O:16])=[O:15])[C:5]2[C:10]([C:11]=1[CH3:12])=[CH:9][CH:8]=[CH:7][CH:6]=2.[B]1OC2C(=CC=CC=2)O1>C1(C)C=CC=CC=1>[CH3:1][C:2]1[C:3]([C@H:21]([OH:27])[C:22]([O:24][CH2:25][CH3:26])=[O:23])=[C:4]([O:13][S:14]([C:17]([F:19])([F:20])[F:18])(=[O:15])=[O:16])[C:5]2[C:10]([C:11]=1[CH3:12])=[CH:9][CH:8]=[CH:7][CH:6]=2 |^1:27|. Reported procedure: To a solution of ethyl 2-(3,4-dimethyl-1-(trifluoromethylsulfonyloxy)naphthalen-2-yl)-2-oxoacetate (3.93 g, 9.72 mmol) and (R)-2-methyl-CBS-oxazaoborolidine (0.539 g, 1.94 mmol) in anhydrous toluene (30 mL) at −40° C. was added dropwise a solution of catecholborane (1.40 mL, 13.22 mmol) in toluene (5 mL) over 20 minutes to give a pale yellow reaction mixture. The reaction mixture was stirred for another 20 minutes and quenched with saturated sodium carbonate solution and ethyl acetate was added.... The reactants are O (water), ClC1=CC=C(C=CC(=O)O)C=C1 (4-chlorocinnamic acid), ice, [Al+3].[Cl-].[Cl-].[Cl-] (AlCl3). Solvent: ClC1=CC=CC=C1 (chlorobenzene). Run at temperature 0 celsius, time 10 minute. The product is ClC1=CC=C(C=C1)C(CC(=O)O)C1=CC=C(C=C1)Cl (3,3-Bis-(4-chloro-phenyl)-propionic acid). The yield is 96.6%. Reaction SMILES: [Cl:1][C:2]1[CH:12]=[CH:11][C:5]([CH:6]=[CH:7][C:8]([OH:10])=[O:9])=[CH:4][CH:3]=1.[Al+3].[Cl-:14].[Cl-].[Cl-].O>ClC1C=CC=CC=1>[Cl:1][C:2]1[CH:3]=[CH:4][C:5]([CH:6]([C:2]2[CH:12]=[CH:11][C:5]([Cl:14])=[CH:4][CH:3]=2)[CH2:7][C:8]([OH:10])=[O:9])=[CH:11][CH:12]=1 |f:1.2.3.4|. Reported procedure: To a suspension of 4-chlorocinnamic acid (10.0 g, 54.8 mmol) in chlorobenzene (75 mL) at 0° C. was added AlCl3 (12.0 g, 90 mmol) in 4 portions. The mixture was stirred for 10 min at 0° C. then was warmed to 40° C. and stirred for 1 h. Crushed ice (75 g) was added carefully, followed by water (75 mL). The aqueous layer was extracted with DCM (3×). The combined organic extracts were dried (Na2SO4) and concentrated to provide the crude acid as a tan solid. Recrystallization from EtOH provided 7.81 ... Solvent: CN(C=O)C (dimethyl formamide), hexanes, CN(C=O)C (dimethylformamide). Reactants: NC=1C(=CC2=C(NC(CO2)=O)C1)F (6-amino-7-fluoro-2H-1,4-benzoxazin-3(4H)-one), [H-].[Na+] (sodium hydride), [H-].[Na+] (sodium hydride), C(C=C)Br (allyl bromide), O (water). Product: C(C=C)N1C(COC2=C1C=C(C(=C2)F)N)=O (4-allyl-6-amino- 7-fluoro-2H-1,4-benzoxazin-3(4H)-one). The yield is 90.2%. Procedure details: While kept under N2, 2.41 g (60.4 mmol) of sodium hydride (60% dispersion in oil) was washed with 10 ml hexanes and then suspended in 20 ml anhydrous dimethylformamide. A solution of 10.0 g (54.9 mmol) of 6-amino-7-fluoro-2H-1,4-benzoxazin-3(4H)-one in 100 ml of dimethyl formamide was added to the sodium hydride slurry slowly by syringe with ice cooling and the reaction mixture was stirred at room temperature for 0.5 hr. Then there was added 7.91 g (65.9 mmol) of allyl bromide by syringe with ic... Reaction conditions: time 0.5 hour. RXN SMILES: [H-].[Na+].[NH2:3][C:4]1[C:5]([F:15])=[CH:6][C:7]2[O:12][CH2:11][C:10](=[O:13])[NH:9][C:8]=2[CH:14]=1.[CH2:16](Br)[CH:17]=[CH2:18].O>CN(C)C=O>[CH2:18]([N:9]1[C:8]2[CH:14]=[C:4]([NH2:3])[C:5]([F:15])=[CH:6][C:7]=2[O:12][CH2:11][C:10]1=[O:13])[CH:17]=[CH2:16] |f:0.1|.